Dataset: the Open Reaction Database (ORD), a public repository of structured organic reaction records. Task: describe an organic reaction: reactants, conditions, products, and yield Reactants: [Na] (sodium), O[NH-] (hydroxyamide), O=[N-] (ketoamide), C(C1=CC=CC=C1)N1S(CCC1C(=O)O)(=O)=O (2-benzyl-1,1-dioxo-isothiazolidine-3-carboxylic acid), NC(C(C(=O)N)O)CC1=CC=CC=C1 (3-amino-2-hydroxy-4-phenylbutanamide). The product is NC(C(C(CC1=CC=CC=C1)NC(=O)C1N(S(CC1)(=O)=O)CC1=CC=CC=C1)=O)=O (N-(4-Amino-3,4-dioxo-1-phenylbutan-2-yl)-2-benzylisothiazolidine-3-carboxamide 1,1-dioxide). As a reaction SMILES: [Na].[CH2:2]([N:9]1[CH:13]([C:14]([OH:16])=O)[CH2:12][CH2:11][S:10]1(=[O:18])=[O:17])[C:3]1[CH:8]=[CH:7][CH:6]=[CH:5][CH:4]=1.[NH2:19][CH:20]([CH2:26][C:27]1[CH:32]=[CH:31][CH:30]=[CH:29][CH:28]=1)[CH:21]([OH:25])[C:22]([NH2:24])=[O:23].O[NH-].O=[N-]>>[NH2:24][C:22](=[O:23])[C:21](=[O:25])[CH:20]([NH:19][C:14]([CH:13]1[CH2:12][CH2:11][S:10](=[O:18])(=[O:17])[N:9]1[CH2:2][C:3]1[CH:4]=[CH:5][CH:6]=[CH:7][CH:8]=1)=[O:16])[CH2:26][C:27]1[CH:28]=[CH:29][CH:30]=[CH:31][CH:32]=1 |^1:0|. Reported procedure: Coupling of the sodium salt of 2-benzyl-1,1-dioxo-isothiazolidine-3-carboxylic acid with 3-amino-2-hydroxy-4-phenylbutanamide and oxidation of the resulting hydroxyamide intermediate to the corresponding ketoamide. Starting materials: CNC(C1=NC=CC(=C1)OC1=CC2=C(N=C(S2)S(=O)C)C=C1)=O (N-methyl-4-(2-(methylsulfinyl)benzo[d]thiazol-6-yloxy)picolinamide), C([O-])([O-])=O.[Cs+].[Cs+] (cesium carbonate). Solvent: C1(CCCCC1)CO (cyclohexylmethanol). Conditions: temperature 90 celsius, time 12 hour. Yields the product C1(CCCCC1)COC=1SC2=C(N1)C=CC(=C2)OC2=CC(=NC=C2)C(=O)NC (4-(2-(cyclohexylmethoxy)benzo[d]thiazol-6-yloxy)-N-methylpicolinamide). Yield: 81.9%. Reaction SMILES: [CH3:1][NH:2][C:3](=[O:23])[C:4]1[CH:9]=[C:8]([O:10][C:11]2[CH:22]=[CH:21][C:14]3[N:15]=[C:16](S(C)=O)[S:17][C:13]=3[CH:12]=2)[CH:7]=[CH:6][N:5]=1.[C:24](=[O:27])([O-])[O-].[Cs+].[Cs+]>C1(CO)CCCCC1>[CH:11]1([CH2:24][O:27][C:16]2[S:17][C:13]3[CH:12]=[C:11]([O:10][C:8]4[CH:7]=[CH:6][N:5]=[C:4]([C:3]([NH:2][CH3:1])=[O:23])[CH:9]=4)[CH:22]=[CH:21][C:14]=3[N:15]=2)[CH2:22][CH2:21][CH2:14][CH2:13][CH2:12]1 |f:1.2.3|. Procedure details: N-methyl-4-(2-(methylsulfinyl)benzo[d]thiazol-6-yloxy)picolinamide (15 mg, 43 μmol) was mixed with 500 μL of cyclohexylmethanol and cesium carbonate (42 mg, 0.13 mmol). The resulting reaction mixture was stirred at 90° C. for 12 hours. The crude reaction mixture was filtered and purified on prep HPLC and then evaporated in vacuo to give 4-(2-(cyclohexylmethoxy)benzo[d]thiazol-6-yloxy)-N-methylpicolinamide (7 mg, 17.6 μmol) as powder. ES/MS m/z 398.1 (MH+). The reactants are S(=O)(=O)(OC)OC (dimethyl sulfate), [OH-].[Na+] (NaOH), OC1=NOC(=C1)C(=O)OC (methyl 3-hydroxyisoxazole-5-carboxylate), C([O-])([O-])=O.[K+].[K+] (potassium carbonate), Cl (HCl). The solvent is CN(C)C=O (DMF). Yields the product COC1=NOC(=C1)C(=O)O (3-Methoxy-isoxazole-5-carboxylic acid), solid. The yield is 60.0%. As a reaction SMILES: [OH:1][C:2]1[CH:6]=[C:5]([C:7]([O:9]C)=[O:8])[O:4][N:3]=1.[C:11](=O)([O-])[O-].[K+].[K+].S(OC)(OC)(=O)=O.[OH-].[Na+].Cl>CN(C=O)C>[CH3:11][O:1][C:2]1[CH:6]=[C:5]([C:7]([OH:9])=[O:8])[O:4][N:3]=1 |f:1.2.3,5.6|. Reported procedure: To a solution of methyl 3-hydroxyisoxazole-5-carboxylate (958 mg, 6.69 mmol) in DMF (10 ml) was added potassium carbonate (935 mg, 6.76 mmol) at −5° C. Then dimethyl sulfate (644 μL, 6.76 mmol) was added slowly. The reaction mixture was allowed to warm to room temperature and was stirred over night. Then 2N NaOH (5.02 mL, 10.0 mmol) was added and the mixture was stirred for 4 h. After slow addition of 2N HCl (6.69 mL, 13.4 mmol), the mixture was extracted three times with diethyl ether. The comb... Reactants: ice water, C1(=CC=CC=C1)C(OC1CCN(CC1)CCCN)C1=CC=CC=C1 (4-(diphenylmethoxy)-1-piperidinepropanamine), C(C)OC(CNC(=O)C=1N=C2N(N=C(C=C2)Cl)C1C)=O (N-(6-chloro-3-methylimidazo[1,2-b]pyridazine-2-carbonyl)glycine ethyl ester), C(C)N(C(C)C)C(C)C (N-ethyldiisopropylamine). The solvent is CN1C(CCC1)=O (1-methyl-2-pyrrolidone). Reaction conditions: temperature 95 celsius, time 15 hour. Yields the product C(C)OC(CNC(=O)C=1N=C2N(N=C(C=C2)NCCCN2CCC(CC2)OC(C2=CC=CC=C2)C2=CC=CC=C2)C1C)=O (N-[6-[3-[4-(diphenylmethoxy)piperidino]propylamino]-3-methylimidazo[1,2-b]pyridazine-2-carbonyl]glycine ethyl ester). The yield is 35.8%. As a reaction SMILES: [C:1]1([CH:7]([C:19]2[CH:24]=[CH:23][CH:22]=[CH:21][CH:20]=2)[O:8][CH:9]2[CH2:14][CH2:13][N:12]([CH2:15][CH2:16][CH2:17][NH2:18])[CH2:11][CH2:10]2)[CH:6]=[CH:5][CH:4]=[CH:3][CH:2]=1.[CH2:25]([O:27][C:28](=[O:44])[CH2:29][NH:30][C:31]([C:33]1[N:34]=[C:35]2[CH:40]=[CH:39][C:38](Cl)=[N:37][N:36]2[C:42]=1[CH3:43])=[O:32])[CH3:26].C(N(C(C)C)C(C)C)C>CN1CCCC1=O>[CH2:25]([O:27][C:28](=[O:44])[CH2:29][NH:30][C:31]([C:33]1[N:34]=[C:35]2[CH:40]=[CH:39][C:38]([NH:18][CH2:17][CH2:16][CH2:15][N:12]3[CH2:13][CH2:14][CH:9]([O:8][CH:7]([C:1]4[CH:2]=[CH:3][CH:4]=[CH:5][CH:6]=4)[C:19]4[CH:24]=[CH:23][CH:22]=[CH:21][CH:20]=4)[CH2:10][CH2:11]3)=[N:37][N:36]2[C:42]=1[CH3:43])=[O:32])[CH3:26]. Reported procedure: 1.17 g of 4-(diphenylmethoxy)-1-piperidinepropanamine and 0.891 g of N-(6-chloro-3-methylimidazo[1,2-b]pyridazine-2-carbonyl)glycine ethyl ester were dissolved in 10 ml of 1-methyl-2-pyrrolidone; 0.517 ml of N-ethyldiisopropylamine was added, followed by stirring in an oil bath (90-100° C.) for 15 hours. After cooling, ice water was added, followed by extraction with ethyl acetate; the extract was washed with saline and dried with magnesium sulfate. The dry product was concentrated under reduced... Starting materials: C1=CCCCCCCCCCC1 (cyclododecene), C1(C2C(C(=O)O1)CCC=C2)=O (tetrahydrophthalic anhydride), C(C)(=O)O (Acetic acid). Product: C(=O)(O)CCCCCCCCCCC(=O)O (1,10-dicarboxy decane). Yield: 94.0%. As a reaction SMILES: [CH:1]1CCCCCCCCCC[CH:2]=1.[C:13]1(=[O:23])[O:18][C:16](=O)[CH:15]2[CH2:19][CH2:20][CH:21]=[CH:22][CH:14]12.[C:24]([OH:27])(=[O:26])[CH3:25]>>[C:24]([CH2:25][CH2:1][CH2:2][CH2:16][CH2:15][CH2:19][CH2:20][CH2:21][CH2:22][CH2:14][C:13]([OH:18])=[O:23])([OH:27])=[O:26]. Procedure: The co-oxidation reaction was carried out in a manner as described in Example 1, except that cyclododecene was used in lieu of cis-Δ4 -tetrahydrophthalic anhydride. Acetic acid was obtained at a yield of 95% and 1,10-dicarboxy decane was obtained at a yield of 94%. Reactants: Cl (HCl), Cl.BrC1=CC=C(C=C1)NN ((4-bromophenyl)hydrazine HCl), O.C(C=O)(=O)O (glyoxylic acid monohydrate). The solvent is O (water). Reaction conditions: time 30 minute. Yields the product BrC1=CC=C(C=C1)N\N=C\C(=O)O ((E)-2-(2-(4-Bromophenyl)hydrazono)acetic acid). RXN SMILES: Cl.[Br:2][C:3]1[CH:8]=[CH:7][C:6]([NH:9][NH2:10])=[CH:5][CH:4]=1.Cl.O.[C:13]([OH:17])(=[O:16])[CH:14]=O>O>[Br:2][C:3]1[CH:8]=[CH:7][C:6]([NH:9]/[N:10]=[CH:14]/[C:13]([OH:17])=[O:16])=[CH:5][CH:4]=1 |f:0.1,3.4|. Reported procedure: To a stirred suspension of (4-bromophenyl)hydrazine HCl (2.01 g, 8.81 mmol) in water (20 mL) was added conc. HCl (1 mL) followed by glyoxylic acid monohydrate (811 mg, 8.81 mmol). The mixture was stirred vigorously at rt for 30 min and the light yellow suspension was filtered, washed with water (3×15 mL), and dried under suction followed by high vacuum to afford compound 84a as a light yellow solid, used without further purification in the following step. Mass spectrum (LCMS, ESI pos.): Calcd. f... Starting materials: [Cl-].[Cl-].[Cl-].C1(C=CC2=CC=CC=C12)[Zr+3] (indenylzirconium trichloride), C[C-]1C=C(C=C1)C.[Li+] (lithium 1,3-dimethylcyclopentadienide). Run in CCOCC (ether). Conditions: time 17 hour. Product: [Cl-].[Cl-].CC1(C=C(C=C1)C)[Zr+2]C1C=CC2=CC=CC=C12 ((1,3-Dimethylcyclopentadienyl)indenylzirconium dichloride). RXN SMILES: [Cl-:1].[Cl-].[Cl-].[CH:4]1([Zr+3:13])[C:12]2[C:7](=[CH:8][CH:9]=[CH:10][CH:11]=2)[CH:6]=[CH:5]1.[CH3:14][C-:15]1[CH:19]=[CH:18][C:17]([CH3:20])=[CH:16]1.[Li+]>CCOCC>[Cl-:1].[Cl-:1].[CH3:20][C:17]1([Zr+2:13][CH:4]2[C:12]3[C:7](=[CH:8][CH:9]=[CH:10][CH:11]=3)[CH:6]=[CH:5]2)[CH:18]=[CH:19][C:15]([CH3:14])=[CH:16]1 |f:0.1.2.3,4.5,7.8.9|. Procedure: To a yellow-orange suspension of indenylzirconium trichloride, IndZrCl3, (1.00 g, 3.20 mmol, 1.00 equiv.) in ether (30 mL) was added lithium 1,3-dimethylcyclopentadienide (0.32 g, 3.20 mmol, 1.00 equiv.). The reaction quickly turned yellow with much precipitate. The reaction was stirred 17 hours and then evaporated in vacuo, leaving yellow solid. The solid was extracted with dichloromethane (20 mL, then 2×10 mL) and the extracts were filtered to give yellow solid and a yellow solution. The solut...